Dataset: the Open Reaction Database (ORD), a public repository of structured organic reaction records. Task: describe an organic reaction: reactants, conditions, products, and yield The reactants are CN(C)c1ccncc1, COc1cc2nccc(Cl)c2cc1OC, Clc1ccccc1, O=Cc1cc(I)ccc1O, O. Yields the product COc1cc2nccc(Oc3ccc(I)cc3C=O)c2cc1OC. Reaction SMILES: [CH3:27][N:28]([CH3:29])[c:30]1[cH:31][cH:32][n:33][cH:34][cH:35]1.[Cl:1][c:2]1[cH:3][cH:4][n:5][c:6]2[cH:7][c:8]([O:14][CH3:15])[c:9]([O:12][CH3:13])[cH:10][c:11]12.[Cl:36][c:37]1[cH:38][cH:39][cH:40][cH:41][cH:42]1.[I:16][c:17]1[cH:18][cH:19][c:20]([OH:25])[c:21]([CH:22]=[O:23])[cH:24]1.[OH2:26]>>[c:2]1([O:25][c:20]2[cH:19][cH:18][c:17]([I:16])[cH:24][c:21]2[CH:22]=[O:23])[cH:3][cH:4][n:5][c:6]2[cH:7][c:8]([O:14][CH3:15])[c:9]([O:12][CH3:13])[cH:10][c:11]12. Starting materials: CCOC(=O)C(Cc1ccc(O)cc1)OCC, COc1ccc(OC)c(-c2ccc(C(C)=CCO)cc2)c1. The product is CCOC(=O)C(Cc1ccc(OCC=C(C)c2ccc(-c3cc(OC)ccc3OC)cc2)cc1)OCC. RXN SMILES: [CH2:22]([CH3:23])[O:24][CH:25]([C:26](=[O:27])[O:28][CH2:29][CH3:30])[CH2:31][c:32]1[cH:33][cH:34][c:35]([OH:38])[cH:36][cH:37]1.[CH3:1][O:2][c:3]1[c:4](-[c:11]2[cH:12][cH:13][c:14]([C:17](=[CH:18][CH2:19][OH:20])[CH3:21])[cH:15][cH:16]2)[cH:5][c:6]([O:9][CH3:10])[cH:7][cH:8]1>>[CH3:1][O:2][c:3]1[c:4](-[c:11]2[cH:12][cH:13][c:14]([C:17](=[CH:18][CH2:19][O:20][c:35]3[cH:34][cH:33][c:32]([CH2:31][CH:25]([O:24][CH2:22][CH3:23])[C:26](=[O:27])[O:28][CH2:29][CH3:30])[cH:37][cH:36]3)[CH3:21])[cH:15][cH:16]2)[cH:5][c:6]([O:9][CH3:10])[cH:7][cH:8]1. Reactants: ClC1=C(C=CC(=C1)O)C(C(C(F)(F)F)(O)C1=CC(=C(C#N)C(=C1)C)C)C (4-[2-(2-chloro-4-hydroxy-phenyl)-1-hydroxy-1-trifluoromethyl-propyl]-2,6-dimethyl-benzonitrile), COC(C1=CN=C(C=C1)Cl)=O (methyl-6-chloro-nicotinate), C([O-])([O-])=O.[Cs+].[Cs+] (cesium carbonate), COC(C1=CN=C(C=C1)Cl)=O (Methyl-6-chloro-nicotinate), O (Water). Run in CN(C(C)=O)C (N,N-dimethylacetamide), CCOC(=O)C (EtOAc). Run at time 3 hour. Product: COC(C1=CN=C(C=C1)OC1=CC(=C(C=C1)C(C(C(F)(F)F)(O)C1=CC(=C(C(=C1)C)C#N)C)C)Cl)=O (6-{3-Chloro-4-[2-(4-cyano-3,5-dimethyl-phenyl)-3,3,3-trifluoro-2-hydroxy-1-methyl-propyl]-phenoxy}-nicotinic acid methyl ester). Isolated yield 76.2%. RXN SMILES: [Cl:1][C:2]1[CH:7]=[C:6]([OH:8])[CH:5]=[CH:4][C:3]=1[CH:9]([CH3:26])[C:10]([C:16]1[CH:23]=[C:22]([CH3:24])[C:19]([C:20]#[N:21])=[C:18]([CH3:25])[CH:17]=1)([OH:15])[C:11]([F:14])([F:13])[F:12].[CH3:27][O:28][C:29](=[O:37])[C:30]1[CH:35]=[CH:34][C:33](Cl)=[N:32][CH:31]=1.C(=O)([O-])[O-].[Cs+].[Cs+].O>CN(C)C(=O)C.CCOC(C)=O>[CH3:27][O:28][C:29](=[O:37])[C:30]1[CH:35]=[CH:34][C:33]([O:8][C:6]2[CH:5]=[CH:4][C:3]([CH:9]([CH3:26])[C:10]([C:16]3[CH:17]=[C:18]([CH3:25])[C:19]([C:20]#[N:21])=[C:22]([CH3:24])[CH:23]=3)([OH:15])[C:11]([F:14])([F:12])[F:13])=[C:2]([Cl:1])[CH:7]=2)=[N:32][CH:31]=1 |f:2.3.4|. Reported procedure: To a solution of 4-[2-(2-chloro-4-hydroxy-phenyl)-1-hydroxy-1-trifluoromethyl-propyl]-2,6-dimethyl-benzonitrile (Example 141, step 5, 100 mg) in N,N-dimethylacetamide (2 ml) were added methyl-6-chloro-nicotinate (68 mg) and cesium carbonate (256 mg). The mixture was stirred at room temperature for 3 h. Methyl-6-chloro-nicotinate (23 mg) was added and the mixture was stirred overnight and then diluted with EtOAc. Water was added. The mixture was extracted with EtOAc. The organic phase was washed ... The reactants are NC1=NC=C(C(=C1N)N[C@H]1[C@H]([C@@H]2C=C[C@H]1C2)C(=O)N)Br ((1S,2S,3R,4R)-3-(2,3-Diamino-5-bromo-pyridin-4-ylamino)-bicyclo[2.2.1]hept-5-ene-2-carboxylic acid amide), ClC=1C=C(C=O)C=CC1N1CCOCC1 (3-Chloro-4-morpholin-4-yl-benzaldehyde), C(C)(=O)[O-].[NH4+] (Ammonium acetate). Yields the product BrC=1C(=C2C(=NC1)NC(=N2)C2=CC(=C(C=C2)N2CCOCC2)Cl)N[C@H]2[C@H]([C@@H]1C=C[C@H]2C1)C(=O)N ((1S,2S,3R,4R)-3-[6-Bromo-2-(3-chloro-4-morpholin-4-yl-phenyl)-3H-imidazo[4,5-b]pyridin-7-ylamino]-bicyclo[2.2.1]hept-5-ene-2-carboxylic acid amide). Yield: 77.0%. As a reaction SMILES: [NH2:1][C:2]1[C:7]([NH2:8])=[C:6]([NH:9][C@@H:10]2[C@@H:15]3[CH2:16][C@@H:12]([CH:13]=[CH:14]3)[C@@H:11]2[C:17]([NH2:19])=[O:18])[C:5]([Br:20])=[CH:4][N:3]=1.[Cl:21][C:22]1[CH:23]=[C:24]([CH:27]=[CH:28][C:29]=1[N:30]1[CH2:35][CH2:34][O:33][CH2:32][CH2:31]1)[CH:25]=O.C([O-])(=O)C.[NH4+]>>[Br:20][C:5]1[C:6]([NH:9][C@@H:10]2[C@@H:15]3[CH2:16][C@@H:12]([CH:13]=[CH:14]3)[C@@H:11]2[C:17]([NH2:19])=[O:18])=[C:7]2[N:8]=[C:25]([C:24]3[CH:27]=[CH:28][C:29]([N:30]4[CH2:35][CH2:34][O:33][CH2:32][CH2:31]4)=[C:22]([Cl:21])[CH:23]=3)[NH:1][C:2]2=[N:3][CH:4]=1 |f:2.3|. Procedure: In a similar fashion to Compound CXXV, (1S,2S,3R,4R)-3-(2,3-Diamino-5-bromo-pyridin-4-ylamino)-bicyclo[2.2.1]hept-5-ene-2-carboxylic acid amide (100.00 mg, 0.29568 mmol), 3-Chloro-4-morpholin-4-yl-benzaldehyde (73.4 mg, 0.325 mmol), and Ammonium acetate (45.6 mg, 0.591 mmol) were reacted to produce 123.8 mg (77%) of the title compound. (300 MHz, DMSO-d6) 13.27 (s, 1H), 8.18 (s, 1H), 8.06 (d, J=8 Hz, 1H), 8.02 (s, 1H), 7.74 (s, 1H), 7.33 (s, 1H), 7.22 (s, 1H), 7.17 (d, J=9 Hz, 1H), 6.30 (s, 2H), ... Starting materials: O (water), C(C)(C)(C)OC(=O)N(C)[C@@H]1CC[C@H](CC1)C1=CC=C(C=C1)COS(=O)(=O)C (trans-N-tert.butoxycarbonyl-N-methyl-4-(4-methanesulphonyloxymethylphenyl)cyclohexylamine), C([O-])([O-])=O.[K+].[K+] (potassium carbonate), CNCCCO (N-methyl-3-hydroxypropylamine), CN(C=O)C (dimethylformamide). Yields the product C(C)(C)(C)OC(=O)N(C)[C@@H]1CC[C@H](CC1)C1=C(C=C(C=C1)CCCO)CNC (trans-N-tert. Butoxycarbonyl-N-methyl-4-[4-(3-hydroxypropyl)methylaminomethylphenyl]cyclohexylamine). As a reaction SMILES: [C:1]([O:5][C:6]([N:8]([C@H:10]1[CH2:15][CH2:14][C@H:13]([C:16]2[CH:21]=[CH:20][C:19](COS(C)(=O)=O)=[CH:18][CH:17]=2)[CH2:12][CH2:11]1)[CH3:9])=[O:7])([CH3:4])([CH3:3])[CH3:2].C(=O)([O-])[O-].[K+].[K+].CN[CH2:36][CH2:37][CH2:38][OH:39].O.[CH3:41][N:42](C)[CH:43]=O>>[C:1]([O:5][C:6]([N:8]([C@H:10]1[CH2:11][CH2:12][C@H:13]([C:16]2[CH:17]=[CH:18][C:19]([CH2:36][CH2:37][CH2:38][OH:39])=[CH:20][C:21]=2[CH2:41][NH:42][CH3:43])[CH2:14][CH2:15]1)[CH3:9])=[O:7])([CH3:4])([CH3:3])[CH3:2] |f:1.2.3|. Procedure details: 6.0 g of trans-N-tert.butoxycarbonyl-N-methyl-4-(4-methanesulphonyloxymethylphenyl)cyclohexylamine, 4.2 g of potassium carbonate and 1.6 g of N-methyl-3-hydroxypropylamine are heated together to 50° C. in 50 ml of dimethylformamide overnight. The mixture is poured into water and extracted with ethyl acetate. After drying of the organic phase, removal of the solvent and recrystallisation from petroleum ether, 7.1 g of the title compound are obtained, melting point 63°-65° C. The reactants are COC(C=1C(C(=O)OC)=C(C=CC1)I)=O (3-iodophthalic acid dimethyl ester), C(C)(C)(C)C1=CC=C(N)C=C1 (4-tert-butylaniline), C=1C=CC(=CC1)P(C=2C=CC=CC2)C3=CC=C4C=CC=CC4=C3C5=C6C=CC=CC6=CC=C5P(C=7C=CC=CC7)C=8C=CC=CC8 (rac-BINAP), C([O-])([O-])=O.[Cs+].[Cs+] (cesium carbonate). Reagents/catalysts: C=1C=CC(=CC1)/C=C/C(=O)/C=C/C2=CC=CC=C2.C=1C=CC(=CC1)/C=C/C(=O)/C=C/C2=CC=CC=C2.C=1C=CC(=CC1)/C=C/C(=O)/C=C/C2=CC=CC=C2.[Pd].[Pd] (Pd2(dba)3). Solvent: C1(=CC=CC=C1)C (toluene), C(Cl)Cl (CH2Cl2). The product is COC(C=1C(C(=O)OC)=C(C=CC1)NC1=CC=C(C=C1)C(C)(C)C)=O (3-(4-tert-Butylphenylamino)phthalic acid dimethyl ester). The yield is 74.0%. RXN SMILES: [CH3:1][O:2][C:3](=[O:15])[C:4]1[C:5](=[C:10](I)[CH:11]=[CH:12][CH:13]=1)[C:6]([O:8][CH3:9])=[O:7].[C:16]([C:20]1[CH:26]=[CH:25][C:23]([NH2:24])=[CH:22][CH:21]=1)([CH3:19])([CH3:18])[CH3:17].C1C=CC(P(C2C(C3C(P(C4C=CC=CC=4)C4C=CC=CC=4)=CC=C4C=3C=CC=C4)=C3C(C=CC=C3)=CC=2)C2C=CC=CC=2)=CC=1.C(=O)([O-])[O-].[Cs+].[Cs+]>C1(C)C=CC=CC=1.C(Cl)Cl.C1C=CC(/C=C/C(/C=C/C2C=CC=CC=2)=O)=CC=1.C1C=CC(/C=C/C(/C=C/C2C=CC=CC=2)=O)=CC=1.C1C=CC(/C=C/C(/C=C/C2C=CC=CC=2)=O)=CC=1.[Pd].[Pd]>[CH3:1][O:2][C:3](=[O:15])[C:4]1[C:5](=[C:10]([NH:24][C:23]2[CH:25]=[CH:26][C:20]([C:16]([CH3:19])([CH3:18])[CH3:17])=[CH:21][CH:22]=2)[CH:11]=[CH:12][CH:13]=1)[C:6]([O:8][CH3:9])=[O:7] |f:3.4.5,8.9.10.11.12|. Procedure details: A mixture of 3-iodophthalic acid dimethyl ester (1.0 g, 3.1 mmol), 4-tert-butylaniline (0.46 g, 3.1 mmol), Pd2(dba)3 (0.13 g, 0.14 mmol), rac-BINAP (0.058 g, 0.093 mmol), and cesium carbonate (1.4 g, 4.3 mmol), in 6 mL toluene was heated to reflux under nitrogen for 24 hours. The reaction mixture was cooled, diluted with CH2Cl2 (10 mL), and filtered through Celite, and the filter was washed with additional CH2Cl2 (30 mL). The filtrate was evaporated, and the residue was chromatographed using a h... Starting materials: II (iodine), C1=CC(=CC=2OC3=C(C21)C=CC=C3)P(C3=CC=CC=C3)(C3=CC=CC=C3)=O ((dibenzofuran-3-yl)-diphenyl-phosphine oxide), Cl (HCl), solution, C(C)(C)[N-]C(C)C.[Li+] (lithium diisopropylamide). Solvent: C1CCOC1 (THF), C(C)(=O)OCC (ethyl acetate), C1CCOC1.CCCCCCC (THF n-heptane), C1CCOC1 (THF). Reaction conditions: temperature -78 celsius, time 10 minute. Yields the product IC1=C(C=CC2=C1OC1=C2C=CC=C1)P(C1=CC=CC=C1)(C1=CC=CC=C1)=O ((4-Iodo-dibenzofuran-3-yl)-diphenylphosphineoxide). As a reaction SMILES: [CH:1]1[C:9]2[C:8]3[CH:10]=[CH:11][CH:12]=[CH:13][C:7]=3[O:6][C:5]=2[CH:4]=[C:3]([P:14](=[O:27])([C:21]2[CH:26]=[CH:25][CH:24]=[CH:23][CH:22]=2)[C:15]2[CH:20]=[CH:19][CH:18]=[CH:17][CH:16]=2)[CH:2]=1.C([N-]C(C)C)(C)C.[Li+].[I:36]I.Cl>C1COCC1.C1COCC1.CCCCCCC.C(OCC)(=O)C>[I:36][C:4]1[C:5]2[O:6][C:7]3[CH:13]=[CH:12][CH:11]=[CH:10][C:8]=3[C:9]=2[CH:1]=[CH:2][C:3]=1[P:14](=[O:27])([C:15]1[CH:20]=[CH:19][CH:18]=[CH:17][CH:16]=1)[C:21]1[CH:22]=[CH:23][CH:24]=[CH:25][CH:26]=1 |f:1.2,6.7|. Procedure details: 9.8 g of (dibenzofuran-3-yl)-diphenyl-phosphine oxide in 100 ml of THF are admixed with 13.3 ml of a 2M solution of lithium diisopropylamide in THF/n-heptane and stirred for a further 10 minutes at -78° C. A solution of 7.9 g of iodine in 30 ml of THF is added at -76° C. Subsequently the mixture is hydrolyzed with 2N HCl, ethyl acetate is added, the solution is washed with sodium thiosulphate solution, water and saturated NaCl solution, dried with MgSO4 and concentrated. 12.7 g (98% of theoretic...